From a dataset of the Open Reaction Database (ORD), a public repository of structured organic reaction records. describe an organic reaction: reactants, conditions, products, and yield The product is Nc1c(Cl)cc(CC(OC(=O)N2CCC(N3CCc4ccccc4NC3=O)CC2)C(=O)O)cc1C(F)(F)F. Starting materials: CCC(C)(C)O, C1CCOC1, CC(C)(C)[O-], CC(C)=O, Cl, [K+], Nc1c(Cl)cc(CC(O)C(=O)O)cc1C(F)(F)F, O, O=C1Nc2ccccc2CCN1C1CCN(C(=O)n2ccnc2)CC1. Reaction SMILES: [C:51]([OH:52])([CH2:53][CH3:54])([CH3:55])[CH3:56].[CH2:57]1[O:58][CH2:59][CH2:60][CH2:61]1.[CH3:44][C:45]([CH3:46])([O-:47])[CH3:48].[CH3:62][C:63](=[O:64])[CH3:65].[ClH:50].[K+:49].[NH2:1][c:2]1[c:3]([Cl:18])[cH:4][c:5]([CH2:12][CH:13]([C:14](=[O:15])[OH:16])[OH:17])[cH:6][c:7]1[C:8]([F:9])([F:10])[F:11].[OH2:66].[n:19]1([C:24](=[O:25])[N:26]2[CH2:27][CH2:28][CH:29]([N:32]3[C:33](=[O:43])[NH:34][c:35]4[c:36]([cH:39][cH:40][cH:41][cH:42]4)[CH2:37][CH2:38]3)[CH2:30][CH2:31]2)[cH:20][cH:21][n:22][cH:23]1>>[NH2:1][c:2]1[c:3]([Cl:18])[cH:4][c:5]([CH2:12][CH:13]([C:14](=[O:15])[OH:16])[O:17][C:24](=[O:25])[N:26]2[CH2:27][CH2:28][CH:29]([N:32]3[C:33](=[O:43])[NH:34][c:35]4[c:36]([cH:39][cH:40][cH:41][cH:42]4)[CH2:37][CH2:38]3)[CH2:30][CH2:31]2)[cH:6][c:7]1[C:8]([F:9])([F:10])[F:11]. Starting materials: O=C([O-])O, O=C(Cl)Oc1ccccc1, N#CSc1ccc2nc(N)sc2c1, [Na+], C1CCOC1, O. Yields the product N#CSc1ccc2nc(NC(=O)Oc3ccccc3)sc2c1. Reaction SMILES: [C:11](=[O:12])([O-:13])[OH:14].[C:1]([O:2][c:3]1[cH:4][cH:5][cH:6][cH:7][cH:8]1)(=[O:9])[Cl:10].[NH2:17][c:18]1[s:19][c:20]2[c:21]([n:22]1)[cH:23][cH:24][c:25]([S:27][C:28]#[N:29])[cH:26]2.[Na+:15].[O:30]1[CH2:31][CH2:32][CH2:33][CH2:34]1.[OH2:16]>>[C:1]([O:2][c:3]1[cH:4][cH:5][cH:6][cH:7][cH:8]1)(=[O:9])[NH:17][c:18]1[s:19][c:20]2[c:21]([n:22]1)[cH:23][cH:24][c:25]([S:27][C:28]#[N:29])[cH:26]2. Starting materials: Oc1ccc2cc(Br)ccc2c1, Cl, OB(O)c1ccc(F)cc1, [Na+], [Na+], O=C([O-])[O-], C1COCCO1, c1ccc(P(c2ccccc2)(c2ccccc2)[Pd](P(c2ccccc2)(c2ccccc2)c2ccccc2)(P(c2ccccc2)(c2ccccc2)c2ccccc2)P(c2ccccc2)(c2ccccc2)c2ccccc2)cc1. The product is Oc1ccc2cc(-c3ccc(F)cc3)ccc2c1. As a reaction SMILES: [Br:7][c:8]1[cH:9][c:10]2[cH:11][cH:12][c:13]([OH:18])[cH:14][c:15]2[cH:16][cH:17]1.[ClH:29].[F:19][c:20]1[cH:21][cH:22][c:23]([B:26]([OH:27])[OH:28])[cH:24][cH:25]1.[Na+:1].[Na+:2].[O-:3][C:4](=[O:5])[O-:6].[O:107]1[CH2:108][CH2:109][O:110][CH2:111][CH2:112]1.[cH:30]1[cH:31][cH:32][c:33]([P:34]([Pd:35]([P:36]([c:37]2[cH:38][cH:39][cH:40][cH:41][cH:42]2)([c:43]2[cH:44][cH:45][cH:46][cH:47][cH:48]2)[c:49]2[cH:50][cH:51][cH:52][cH:53][cH:54]2)([P:55]([c:56]2[cH:57][cH:58][cH:59][cH:60][cH:61]2)([c:62]2[cH:63][cH:64][cH:65][cH:66][cH:67]2)[c:68]2[cH:69][cH:70][cH:71][cH:72][cH:73]2)[P:74]([c:75]2[cH:76][cH:77][cH:78][cH:79][cH:80]2)([c:81]2[cH:82][cH:83][cH:84][cH:85][cH:86]2)[c:87]2[cH:88][cH:89][cH:90][cH:91][cH:92]2)([c:93]2[cH:94][cH:95][cH:96][cH:97][cH:98]2)[c:99]2[cH:100][cH:101][cH:102][cH:103][cH:104]2)[cH:105][cH:106]1>>[c:8]1(-[c:23]2[cH:22][cH:21][c:20]([F:19])[cH:25][cH:24]2)[cH:9][c:10]2[cH:11][cH:12][c:13]([OH:18])[cH:14][c:15]2[cH:16][cH:17]1. The reactants are CCOC(=O)C (EtOAc), C(#N)C=1C=CC(=C(C1)S(=O)(=O)Cl)OC1=C(C=CC(=C1)C)C (5-Cyano-2-(2,5-dimethylphenoxy)benzene-1-sulfonyl chloride), N1(CCNCC1)C(=O)OC(C)(C)C (tert-butyl piperazine-1-carboxylate), TEA. Run in C(Cl)Cl (DCM), hexanes. Product: C(#N)C=1C=CC(=C(C1)S(=O)(=O)N1CCN(CC1)C(=O)OC(C)(C)C)OC1=C(C=CC(=C1)C)C (Tert-butyl 4-(5-cyano-2-(2,5-dimethylphenoxy)phenylsulfonyl)piperazine-1-carboxylate). Yield: 42.0%. Reaction SMILES: [C:1]([C:3]1[CH:4]=[CH:5][C:6]([O:13][C:14]2[CH:19]=[C:18]([CH3:20])[CH:17]=[CH:16][C:15]=2[CH3:21])=[C:7]([S:9](Cl)(=[O:11])=[O:10])[CH:8]=1)#[N:2].[N:22]1([C:28]([O:30][C:31]([CH3:34])([CH3:33])[CH3:32])=[O:29])[CH2:27][CH2:26][NH:25][CH2:24][CH2:23]1.CCOC(C)=O>C(Cl)Cl>[C:1]([C:3]1[CH:4]=[CH:5][C:6]([O:13][C:14]2[CH:19]=[C:18]([CH3:20])[CH:17]=[CH:16][C:15]=2[CH3:21])=[C:7]([S:9]([N:25]2[CH2:24][CH2:23][N:22]([C:28]([O:30][C:31]([CH3:34])([CH3:33])[CH3:32])=[O:29])[CH2:27][CH2:26]2)(=[O:11])=[O:10])[CH:8]=1)#[N:2]. Procedure details: A solution of sulfonyl chloride 32 (0.160 g, 0.50 mmol), tert-butyl piperazine-1-carboxylate (0.121 g, 0.65 mmol), and TEA (0.066 g, 0.65 mmol) in DCM (5 mL) was stirred overnight at room temperature. The reaction was monitored with TLC (25% EtOAc in hexanes). The reaction mixture was concentrated in vacuo and the residual was redissolved with a minimal amount of DCM and chromatographed on normal-phase silica to produce compound 33 as a white powder (0.099 g, 42.0% yield, 100.0% pure). 1H NMR (5... Reactants: COCCCNc1nc(C(C)(C)C)ncc1C(=O)N(CC(C)C)C1CC(NC(=O)OCC(Cl)(Cl)Cl)CN(C(=O)OCc2ccccc2)C1, CC(=O)O, [Cu], [Zn]. Reaction SMILES: [C:1]([CH3:2])([CH3:3])([CH3:4])[c:5]1[n:6][cH:7][c:8]([C:17](=[O:18])[N:19]([CH:20]2[CH2:21][N:22]([C:35](=[O:36])[O:37][CH2:38][c:39]3[cH:40][cH:41][cH:42][cH:43][cH:44]3)[CH2:23][CH:24]([NH:26][C:27]([O:28][CH2:29][C:30]([Cl:31])([Cl:32])[Cl:33])=[O:34])[CH2:25]2)[CH2:45][CH:46]([CH3:47])[CH3:48])[c:9]([NH:11][CH2:12][CH2:13][CH2:14][O:15][CH3:16])[n:10]1.[CH3:49][C:50](=[O:51])[OH:52].[Cu:53].[Zn:54]>>[C:1]([CH3:2])([CH3:3])([CH3:4])[c:5]1[n:6][cH:7][c:8]([C:17](=[O:18])[N:19]([CH:20]2[CH2:21][N:22]([C:35](=[O:36])[O:37][CH2:38][c:39]3[cH:40][cH:41][cH:42][cH:43][cH:44]3)[CH2:23][CH:24]([NH2:26])[CH2:25]2)[CH2:45][CH:46]([CH3:47])[CH3:48])[c:9]([NH:11][CH2:12][CH2:13][CH2:14][O:15][CH3:16])[n:10]1. The product is COCCCNc1nc(C(C)(C)C)ncc1C(=O)N(CC(C)C)C1CC(N)CN(C(=O)OCc2ccccc2)C1. Reactants: CC(C)(C)C(=O)OCCl, ClC(Cl)Cl, [H-], [Na+], O, O=C1CC(S)CN1Cc1ccc(Oc2ccccc2)cc1. Product: CC(C)(C)C(=O)OCSC1CC(=O)N(Cc2ccc(Oc3ccccc3)cc2)C1. Reaction SMILES: [C:24]([C:25]([CH3:26])([CH3:27])[CH3:28])(=[O:29])[O:30][CH2:31][Cl:32].[CH:34]([Cl:35])([Cl:36])[Cl:37].[H-:22].[Na+:23].[OH2:33].[SH:1][CH:2]1[CH2:3][C:4](=[O:21])[N:5]([CH2:7][c:8]2[cH:9][cH:10][c:11]([O:14][c:15]3[cH:16][cH:17][cH:18][cH:19][cH:20]3)[cH:12][cH:13]2)[CH2:6]1>>[S:1]([CH:2]1[CH2:3][C:4](=[O:21])[N:5]([CH2:7][c:8]2[cH:9][cH:10][c:11]([O:14][c:15]3[cH:16][cH:17][cH:18][cH:19][cH:20]3)[cH:12][cH:13]2)[CH2:6]1)[CH2:31][O:30][C:24]([C:25]([CH3:26])([CH3:27])[CH3:28])=[O:29].